From a dataset of the Open Reaction Database (ORD), a public repository of structured organic reaction records. describe an organic reaction: reactants, conditions, products, and yield The reactants are [BH3-]C#N, CC(Nc1nccc(-n2cnc3cc(-c4ccnc(N)n4)ccc32)n1)C1CN(C(=O)Nc2cccc3ccccc23)CCN1C(=O)OCc1ccccc1, C=O, [Na+]. Yields the product CC(Nc1nccc(-n2cnc3cc(-c4ccnc(N)n4)ccc32)n1)C1CN(C(=O)Nc2cccc3ccccc23)CCN1C. Reaction SMILES: [C:57]([BH3-:58])#[N:59].[CH2:1]([O:2][C:9](=[O:3])[N:11]1[CH:12]([CH:30]([CH3:31])[NH:32][c:33]2[n:34][cH:35][cH:36][c:37](-[n:39]3[cH:40][n:41][c:42]4[c:43]3[cH:44][cH:45][c:46](-[c:48]3[n:49][c:50]([NH2:54])[n:51][cH:52][cH:53]3)[cH:47]4)[n:38]2)[CH2:13][N:14]([C:17]([NH:18][c:19]2[cH:20][cH:21][cH:22][c:23]3[cH:24][cH:25][cH:26][cH:27][c:28]23)=[O:29])[CH2:15][CH2:16]1)[c:4]1[cH:5][cH:6][cH:7][cH:8][cH:10]1.[CH2:55]=[O:56].[Na+:60]>>[CH3:9][N:11]1[CH:12]([CH:30]([CH3:31])[NH:32][c:33]2[n:34][cH:35][cH:36][c:37](-[n:39]3[cH:40][n:41][c:42]4[c:43]3[cH:44][cH:45][c:46](-[c:48]3[n:49][c:50]([NH2:54])[n:51][cH:52][cH:53]3)[cH:47]4)[n:38]2)[CH2:13][N:14]([C:17]([NH:18][c:19]2[cH:20][cH:21][cH:22][c:23]3[cH:24][cH:25][cH:26][cH:27][c:28]23)=[O:29])[CH2:15][CH2:16]1. Reactants: C=O, ClCCl, Cl, COC(=O)C(NCCc1cccs1)c1ccccc1Cl. Yields the product COC(=O)C(c1ccccc1Cl)N1CCc2sccc2C1. RXN SMILES: [CH2:22]=[O:23].[CH2:24]([Cl:25])[Cl:26].[ClH:1].[s:2]1[c:3]([CH2:7][CH2:8][NH:9][CH:10]([C:11](=[O:12])[O:13][CH3:14])[c:15]2[c:16]([Cl:21])[cH:17][cH:18][cH:19][cH:20]2)[cH:4][cH:5][cH:6]1>>[s:2]1[c:3]2[c:4]([cH:5][cH:6]1)[CH2:22][N:9]([CH:10]([C:11](=[O:12])[O:13][CH3:14])[c:15]1[c:16]([Cl:21])[cH:17][cH:18][cH:19][cH:20]1)[CH2:8][CH2:7]2.